describe an organic reaction: reactants, conditions, products, and yield From a dataset of the Open Reaction Database (ORD), a public repository of structured organic reaction records. The reactants are BrCC=1C=C(C(=O)NC2=CC=C(C=C2)OCCCCCCCCCCCCCC)C=CC1 (3-(bromomethyl)-N-[4(tetradecyloxy)phenyl]benzamide), CC1=CN=CS1 (5-methylthiazole). The solvent is C(C)#N (acetonitrile), C(C)#N (acetonitrile). Yields the product [Br-].CC1=C[N+](=CS1)CC1=CC(=CC=C1)C(=O)NC1=CC=C(C=C1)OCCCCCCCCCCCCCC (5-Methyl-3-[[3-[[[4-(tetradecyloxy)phenyl]amino]carbonyl]phenyl]methyl]thiazolium bromide). Yield: 71.4%. Reaction SMILES: [Br:1][CH2:2][C:3]1[CH:4]=[C:5]([CH:30]=[CH:31][CH:32]=1)[C:6]([NH:8][C:9]1[CH:14]=[CH:13][C:12]([O:15][CH2:16][CH2:17][CH2:18][CH2:19][CH2:20][CH2:21][CH2:22][CH2:23][CH2:24][CH2:25][CH2:26][CH2:27][CH2:28][CH3:29])=[CH:11][CH:10]=1)=[O:7].[CH3:33][C:34]1[S:38][CH:37]=[N:36][CH:35]=1>C(#N)C>[Br-:1].[CH3:33][C:34]1[S:38][CH:37]=[N+:36]([CH2:2][C:3]2[CH:32]=[CH:31][CH:30]=[C:5]([C:6]([NH:8][C:9]3[CH:14]=[CH:13][C:12]([O:15][CH2:16][CH2:17][CH2:18][CH2:19][CH2:20][CH2:21][CH2:22][CH2:23][CH2:24][CH2:25][CH2:26][CH2:27][CH2:28][CH3:29])=[CH:11][CH:10]=3)=[O:7])[CH:4]=2)[CH:35]=1 |f:3.4|. Procedure: A mixture of 5.5 g of 3-(bromomethyl)-N-[4(tetradecyloxy)phenyl]benzamide and 3.26 g of 5-methylthiazole in 60 ml of acetonitrile is refluxed under argon for 3 hours. The mixture is poured into 60 ml of acetonitrile and cooled to room temperature. The solid is collected, washed with ether and crystallized from acetonitrile to give 4.7 g of the desired product as a white solid, m.p. 123°-125° C. Reactants: C(C1=CC=CC=C1)O (benzyl alcohol), C(C)(C)[C@@H]1N(C(OC1)=O)C([C@@H](CC(N1CCOCC1)=O)CC1=CC=C(C=C1)OC)=O (4(S)-isopropyl-3-[4-oxo-2(R)-(4-methoxybenzyl)-4-morpholinobutyryl]-2-oxazolidinone), C(CCC)[Li] (butyllithium), [Cl-].[NH4+] (ammonium chloride). Solvent: O1CCCC1 (tetrahydrofuran), O1CCCC1 (tetrahydrofuran), CCCCCC (hexane). Conditions: time 10 minute. The product is COC1=CC=C(C[C@@H](C(=O)OCC2=CC=CC=C2)CC(=O)N2CCOCC2)C=C1 (Benzyl 2(R)-(4-methoxybenzyl)-3-(morpholinocarbonyl)-propionate). Yield: 93.0%. As a reaction SMILES: C([Li])CCC.[CH2:6]([OH:13])[C:7]1[CH:12]=[CH:11][CH:10]=[CH:9][CH:8]=1.C([C@H]1COC(=O)N1[C:23](=[O:43])[C@H:24]([CH2:34][C:35]1[CH:40]=[CH:39][C:38]([O:41][CH3:42])=[CH:37][CH:36]=1)[CH2:25][C:26](=[O:33])[N:27]1[CH2:32][CH2:31][O:30][CH2:29][CH2:28]1)(C)C.[Cl-].[NH4+]>O1CCCC1.CCCCCC>[CH3:42][O:41][C:38]1[CH:37]=[CH:36][C:35]([CH2:34][C@H:24]([CH2:25][C:26]([N:27]2[CH2:32][CH2:31][O:30][CH2:29][CH2:28]2)=[O:33])[C:23]([O:13][CH2:6][C:7]2[CH:12]=[CH:11][CH:10]=[CH:9][CH:8]=2)=[O:43])=[CH:40][CH:39]=1 |f:3.4|. Procedure details: 7.84 ml (12.5 mmoles) of butyllithium (as a 1.6M hexane solution) were added, whilst ice-cooling and under an atmosphere of nitrogen, to a solution of 1.73 ml (16.7 mmoles) of benzyl alcohol in 50 ml of anhydrous tetrahydrofuran. The mixture was stirred for 10 minutes, and then a solution of 3.50 g (8.36 mmoles) of 4(S)-isopropyl-3-[4-oxo-2(R)-(4-methoxybenzyl)-4-morpholinobutyryl]-2-oxazolidinone (prepared as described in Preparation 13) in 10 ml of anhydrous tetrahydrofuran was added dropwise ...